Dataset: the Open Reaction Database (ORD), a public repository of structured organic reaction records. Task: describe an organic reaction: reactants, conditions, products, and yield Reactants: Cc1ccccc1, CN(C)c1ccncc1, C(=NC1CCCCC1)=NC1CCCCC1, O=C(O)CCC(F)(F)F, Cc1cc(O)cc(=O)o1. Yields the product Cc1cc(O)c(C(=O)CCC(F)(F)F)c(=O)o1. Reaction SMILES: [CH3:34][c:35]1[cH:36][cH:37][cH:38][cH:39][cH:40]1.[CH3:41][N:42]([CH3:43])[c:44]1[cH:45][cH:46][n:47][cH:48][cH:49]1.[CH:19]1([N:20]=[C:21]=[N:22][CH:23]2[CH2:24][CH2:25][CH2:26][CH2:27][CH2:28]2)[CH2:29][CH2:30][CH2:31][CH2:32][CH2:33]1.[F:10][C:11]([CH2:12][CH2:13][C:14](=[O:15])[OH:16])([F:17])[F:18].[OH:1][c:2]1[cH:3][c:4](=[O:9])[o:5][c:6]([CH3:8])[cH:7]1>>[OH:1][c:2]1[c:3]([C:14]([CH2:13][CH2:12][C:11]([F:10])([F:17])[F:18])=[O:15])[c:4](=[O:9])[o:5][c:6]([CH3:8])[cH:7]1. The reactants are ( A ), [H-].[Na+] (sodium hydride), O (water), NC=1C=C(C=CC1)C(F)(F)F (m-aminobenzotrifluoride), C(CCCC)OC1=CC=C(C=C1C1=CC(=CC=C1OCCCCC)C#N)C#N (6,6'-dipentyloxy[1,1'-biphenyl]-3,3'-dicarbonitrile). Solvent: CS(=O)C (dimethylsulfoxide). Conditions: time 3 day. Yields the product C(#N)C=1C=CC(=C(C1)C1=CC(=CC=C1OCCCCC)C(NC1=CC(=CC=C1)C(F)(F)F)=N)OCCCCC (5'-cyano-2',6-bis(pentyloxy)-N-[3-(trifluoromethyl)phenyl][1,1'-biphenyl]-3-carboximidamide). As a reaction SMILES: [H-].[Na+].[NH2:3][C:4]1[CH:5]=[C:6]([C:10]([F:13])([F:12])[F:11])[CH:7]=[CH:8][CH:9]=1.[CH2:14]([O:19][C:20]1[C:25]([C:26]2[C:31]([O:32][CH2:33][CH2:34][CH2:35][CH2:36][CH3:37])=[CH:30][CH:29]=[C:28]([C:38]#[N:39])[CH:27]=2)=[CH:24][C:23]([C:40]#[N:41])=[CH:22][CH:21]=1)[CH2:15][CH2:16][CH2:17][CH3:18].O>CS(C)=O>[C:40]([C:23]1[CH:22]=[CH:21][C:20]([O:19][CH2:14][CH2:15][CH2:16][CH2:17][CH3:18])=[C:25]([C:26]2[C:31]([O:32][CH2:33][CH2:34][CH2:35][CH2:36][CH3:37])=[CH:30][CH:29]=[C:28]([C:38](=[NH:39])[NH:3][C:4]3[CH:9]=[CH:8][CH:7]=[C:6]([C:10]([F:11])([F:12])[F:13])[CH:5]=3)[CH:27]=2)[CH:24]=1)#[N:41] |f:0.1|. Procedure details: A slurry of sodium hydride (50% in oil, 1.76 g), m-aminobenzotrifluoride (5.91 g) and 6,6'-dipentyloxy[1,1'-biphenyl]-3,3'-dicarbonitrile (6.9 g; additional material is added to the batch of part (A) in 50 ml of anhydrous dimethylsulfoxide is stirred at room temperature for 3 days. The reaction mixture is poured into water and the resultant precipitate collected by filtration. The dried material is chromatographed on 1 liter of silica gel eluting with (1) dichloromethane and (2) 1% methanol/dich... Reactants: BrC=1SC(=CN1)C=O (2-bromothiazole-5-carbaldehyde), FC1=CC=C(C=C1)B(O)O (4-fluorophenyl boronic acid), solution, C(=O)([O-])[O-].[Na+].[Na+] (Na2CO3). The reagents and catalysts are C=1C=CC(=CC1)[P](C=2C=CC=CC2)(C=3C=CC=CC3)[Pd]([P](C=4C=CC=CC4)(C=5C=CC=CC5)C=6C=CC=CC6)([P](C=7C=CC=CC7)(C=8C=CC=CC8)C=9C=CC=CC9)[P](C=1C=CC=CC1)(C=1C=CC=CC1)C=1C=CC=CC1 (tetrakis). Run in C1(=CC=CC=C1)C (toluene), C(C)O (ethanol). Conditions: temperature 120 celsius. The product is FC=1C=C(C=CC1)C=1SC(=CN1)C=O (2-(3-fluorophenyl)thiazole-5-carbaldehyde). Isolated yield 54.0%. RXN SMILES: Br[C:2]1[S:3][C:4]([CH:7]=[O:8])=[CH:5][N:6]=1.[F:9][C:10]1[CH:15]=[CH:14][C:13](B(O)O)=[CH:12][CH:11]=1.C([O-])([O-])=O.[Na+].[Na+]>C1(C)C=CC=CC=1.C(O)C.C1C=CC([P]([Pd]([P](C2C=CC=CC=2)(C2C=CC=CC=2)C2C=CC=CC=2)([P](C2C=CC=CC=2)(C2C=CC=CC=2)C2C=CC=CC=2)[P](C2C=CC=CC=2)(C2C=CC=CC=2)C2C=CC=CC=2)(C2C=CC=CC=2)C2C=CC=CC=2)=CC=1>[F:9][C:10]1[CH:11]=[C:12]([C:2]2[S:3][C:4]([CH:7]=[O:8])=[CH:5][N:6]=2)[CH:13]=[CH:14][CH:15]=1 |f:2.3.4,^1:38,40,59,78|. Procedure: To a solution of 2-bromothiazole-5-carbaldehyde (0.6 g, 3.125 mmol) in toluene (2 mL) and ethanol (1 mL) was added 4-fluorophenyl boronic acid (0.524 g, 3.75 mmol), 2 M solution of aq. Na2CO3. The reaction mixture degassed with argon, tetrakis (0.180 g, 0.156 mmol) was added, the reaction mixture was again degassed with argon for 10 min, and heated to 120° C. for 4 h. The reaction mixture was evaporated under vacuum to remove ethanol, the reaction mixture was diluted with water (10 mL), extracte... Reactants: C1CCOC1, Cc1c[nH]c(C)c1-c1ccnc(Nc2ccc(F)cc2)n1, O=C1CCC(=O)N1Cl. Product: Cc1[nH]c(Cl)c(C)c1-c1ccnc(Nc2ccc(F)cc2)n1. RXN SMILES: [CH2:30]1[O:31][CH2:32][CH2:33][CH2:34]1.[CH3:1][c:2]1[nH:3][cH:4][c:5]([CH3:21])[c:6]1-[c:7]1[n:8][c:9]([NH:13][c:14]2[cH:15][cH:16][c:17]([F:20])[cH:18][cH:19]2)[n:10][cH:11][cH:12]1.[Cl:22][N:23]1[C:24](=[O:25])[CH2:26][CH2:27][C:28]1=[O:29]>>[CH3:1][c:2]1[nH:3][c:4]([Cl:22])[c:5]([CH3:21])[c:6]1-[c:7]1[n:8][c:9]([NH:13][c:14]2[cH:15][cH:16][c:17]([F:20])[cH:18][cH:19]2)[n:10][cH:11][cH:12]1.